Dataset: the Open Reaction Database (ORD), a public repository of structured organic reaction records. Task: describe an organic reaction: reactants, conditions, products, and yield Starting materials: C[O-].[Na+] (sodium methoxide), CC1=C(C(=CC=C1)C(C)(C)C)O (2-methyl-6-t-butylphenol), CO (methanol), C(C=C)O (allyl alcohol), C1(=CC=CC=C1)C (toluene), CO (methanol). Run at temperature 210 celsius, time 7 hour. The product is desired product, C(C)(C)(C)C=1C=C(C=C(C1O)C)CCCO (3-(3-t-butyl-4-hydroxy-5-methylphenyl)propanol). Isolated yield 52.0%. RXN SMILES: [CH3:1][C:2]1[CH:7]=[CH:6][CH:5]=[C:4]([C:8]([CH3:11])([CH3:10])[CH3:9])[C:3]=1[OH:12].CO.C[O-].[Na+].[CH2:18]([OH:21])[CH:19]=[CH2:20].C1(C)C=CC=CC=1>>[C:8]([C:4]1[CH:5]=[C:6]([CH2:20][CH2:19][CH2:18][OH:21])[CH:7]=[C:2]([CH3:1])[C:3]=1[OH:12])([CH3:9])([CH3:11])[CH3:10] |f:2.3|. Procedure: A pressure container was charged with 62.7 g (0.38 mol) of 2-methyl-6-t-butylphenol and 7.3 g (0.038 mol) of a methanol solution containing 28% of sodium methoxide. Then the mixture was heated under reduced pressure to distill 6.5 g (0.2 mol) of methanol. Thereafter, 22.2 g (0.92 mol) of allyl alcohol and 18.7 g (0.19 mol) of toluene were added to the reaction system, the atmosphere in the reaction system was replaced by nitrogen and then, the reaction system was tightly closed. Then, the reacti... The reactants are BrC1=CC=C(C=C1)N1N=C(C=C1C1=C(C=CC=C1)Cl)C(C(F)(F)F)(C(F)(F)F)O (2-[1-(4-bromophenyl)-5-(2-chlorophenyl)-1H-pyrazol-3-yl]-1,1,1,3,3,3-hexafluoro-propan-2-ol), CS(=O)(=O)C=1C=C(C=CC1)B(O)O (3-methanesulfonyl-phenylboronic acid), C(=O)([O-])[O-].[K+].[K+] (K2CO3), Cl2Pd(dppf). Reaction conditions: temperature 80 celsius, time 3 hour. The product is ClC1=C(C=CC=C1)C1=CC(=NN1C1=CC=C(C=C1)C1=CC(=CC=C1)S(=O)(=O)C)C(C(F)(F)F)(C(F)(F)F)O (2-[5-(2-chlorophenyl)-1-(3′-methanesulfonyl-biphenyl-4-yl)-1H-pyrazol-3-yl]-1,1,1,3,3,3-hexafluoro-propan-2-ol). Yield: 81.7%. RXN SMILES: Br[C:2]1[CH:7]=[CH:6][C:5]([N:8]2[C:12]([C:13]3[CH:18]=[CH:17][CH:16]=[CH:15][C:14]=3[Cl:19])=[CH:11][C:10]([C:20]([OH:29])([C:25]([F:28])([F:27])[F:26])[C:21]([F:24])([F:23])[F:22])=[N:9]2)=[CH:4][CH:3]=1.[CH3:30][S:31]([C:34]1[CH:35]=[C:36](B(O)O)[CH:37]=[CH:38][CH:39]=1)(=[O:33])=[O:32].C([O-])([O-])=O.[K+].[K+]>>[Cl:19][C:14]1[CH:15]=[CH:16][CH:17]=[CH:18][C:13]=1[C:12]1[N:8]([C:5]2[CH:4]=[CH:3][C:2]([C:38]3[CH:37]=[CH:36][CH:35]=[C:34]([S:31]([CH3:30])(=[O:33])=[O:32])[CH:39]=3)=[CH:7][CH:6]=2)[N:9]=[C:10]([C:20]([OH:29])([C:21]([F:22])([F:24])[F:23])[C:25]([F:26])([F:27])[F:28])[CH:11]=1 |f:2.3.4|. Procedure details: A mixture of 2-[1-(4-bromophenyl)-5-(2-chlorophenyl)-1H-pyrazol-3-yl]-1,1,1,3,3,3-hexafluoro-propan-2-ol (100 mg, 020 mmol), 3-methanesulfonyl-phenylboronic acid (48 mg, 0.24 mmol), K2CO3 (83 mg, 0.60 mmol), Cl2Pd(dppf).DCM (16 mg, 10 mol %) and H2O (0.2 mL) in dioxane (2 mL) was sparged with Argon for 5 min and then heated at 80° C. as a sealed flask. After 3 h the reaction mixture was allowed to cool to ambient temperature, filtered (Celite™) and the filter agent rinsed with EtOAc. The combine...